Dataset: the Open Reaction Database (ORD), a public repository of structured organic reaction records. Task: describe an organic reaction: reactants, conditions, products, and yield Reactants: NC1(CC1)C1=CC=C(C(=O)O)C=C1 (4-(1-aminocyclopropyl)benzoic acid), C[Si](C)(C)C=[N+]=[N-] (trimethylsilyldiazomethane), CCCCCC (hexane), CO (Methanol). The solvent is C1CCOC1 (THF). Run at time 12 hour. Product: NC1(CC1)C1=CC=C(C(=O)OC)C=C1 (methyl 4-(1-aminocyclopropyl)benzoate). Isolated yield 87.0%. Reaction SMILES: [NH2:1][C:2]1([C:5]2[CH:13]=[CH:12][C:8]([C:9]([OH:11])=[O:10])=[CH:7][CH:6]=2)[CH2:4][CH2:3]1.CO.[CH3:16][Si](C=[N+]=[N-])(C)C.CCCCCC>C1COCC1>[NH2:1][C:2]1([C:5]2[CH:13]=[CH:12][C:8]([C:9]([O:11][CH3:16])=[O:10])=[CH:7][CH:6]=2)[CH2:4][CH2:3]1. Procedure: 4-(1-aminocyclopropyl)benzoic acid (1.75 g, 0.00988 mol) was stirred in THF (20 mL) and Methanol (10 mL) over ice/water bath. 2.00 M of trimethylsilyldiazomethane in hexane (9.9 mL, 0.020 mol) was added and the mixture was stirred at room temperature for 12 hours. The reaction mixture was concentrated down to viscous oil which solidified upon standing to give a crystalline solid. Crude material was dried on high vacuum line for 12 hours to give methyl 4-(1-aminocyclopropyl)benzoate (1.65 g, 87%)... Reactants: COC(C1=C(C(=CC(=C1)Br)C)NS(=O)(=O)C1=CC=C(C=C1)OC)=O (5-Bromo-2-(4-methoxy-benzenesulfonylamino)-3-methyl-benzoic acid methyl ester), CI (methyl iodide). Run in CCOCC (ether). The product is COC(C1=C(C(=CC(=C1)Br)C)N(C)S(=O)(=O)C1=CC=C(C=C1)OC)=O (5-Bromo-2-[(4-methoxy-benzenesulfonyl)-methyl-amino]-3-methyl-benzoic acid methyl ester). The yield is 79.2%. Reaction SMILES: [CH3:1][O:2][C:3](=[O:24])[C:4]1[CH:9]=[C:8]([Br:10])[CH:7]=[C:6]([CH3:11])[C:5]=1[NH:12][S:13]([C:16]1[CH:21]=[CH:20][C:19]([O:22][CH3:23])=[CH:18][CH:17]=1)(=[O:15])=[O:14].[CH3:25]I>CCOCC>[CH3:1][O:2][C:3](=[O:24])[C:4]1[CH:9]=[C:8]([Br:10])[CH:7]=[C:6]([CH3:11])[C:5]=1[N:12]([S:13]([C:16]1[CH:21]=[CH:20][C:19]([O:22][CH3:23])=[CH:18][CH:17]=1)(=[O:15])=[O:14])[CH3:25]. Procedure: In the same manner as described in Example 9, 27.0 g (65 mmol) of the product of Example 10 and 4.87 ml (78 mmol) of methyl iodide provided 22.06 g (86%) of the desired product as a white solid after trituration with ether. Electrospray Mass Spec 430 (M+H). Reactants: C(C)(C)N=C=NC(C)C (N,N′-Diisopropylcarbodiimide), N,N-dimethylaminopyridine, FC(C1=CC=C(C=C1)S)(F)F (4-(trifluoromethyl)benzenethiol), C(C1=CC=CC=C1)OC([C@H](CCC(=O)O)NC(=O)OC(C)(C)C)=O ((S)-5-(benzyloxy)-4-((tert-butoxycarbonyl)amino)-5-oxopentanoic acid), C(C1=CC=CC=C1)OC([C@H](CCC(=O)O)NC(=O)OC(C)(C)C)=O ((S)-5-(benzyloxy)-4-((tert-butoxycarbonyl)amino)-5-oxopentanoic acid). Run in ClCCl (dichloromethane). Conditions: time 8 hour. Yields the product C(C)(C)(C)OC(=O)N[C@H](C(=O)OCC1=CC=CC=C1)CCC(SC1=CC=C(C=C1)C(F)(F)F)=O ((S)-benzyl 2-((tert-butoxycarbonyl)amino)-5-oxo-5-((4-(trifluoromethyl)phenyl)thio)pentanoate). The yield is 50.7%. As a reaction SMILES: C(N=C=NC(C)C)(C)C.[F:10][C:11]([F:20])([F:19])[C:12]1[CH:17]=[CH:16][C:15]([SH:18])=[CH:14][CH:13]=1.[CH2:21]([O:28][C:29](=[O:44])[C@@H:30]([NH:36][C:37]([O:39][C:40]([CH3:43])([CH3:42])[CH3:41])=[O:38])[CH2:31][CH2:32][C:33](O)=[O:34])[C:22]1[CH:27]=[CH:26][CH:25]=[CH:24][CH:23]=1>ClCCl>[C:40]([O:39][C:37]([NH:36][C@@H:30]([CH2:31][CH2:32][C:33](=[O:34])[S:18][C:15]1[CH:14]=[CH:13][C:12]([C:11]([F:10])([F:19])[F:20])=[CH:17][CH:16]=1)[C:29]([O:28][CH2:21][C:22]1[CH:23]=[CH:24][CH:25]=[CH:26][CH:27]=1)=[O:44])=[O:38])([CH3:43])([CH3:42])[CH3:41]. Reported procedure: N,N′-Diisopropylcarbodiimide (0.510 ml, 3.26 mmol), N,N-dimethylaminopyridine (45.2 mg, 0.370 mmol), 4-(trifluoromethyl)benzenethiol (0.211 ml, 1.55 mmol) were added to a solution of (S)-5-(benzyloxy)-4-((tert-butoxycarbonyl)amino)-5-oxopentanoic acid (Compound 5a-2) (500 mg, 1.48 mmol) in dichloromethane (5 ml), and the mixture was stirred at room temperature overnight. The reaction mixture was then purified by reverse-phase silica gel column chromatography (10 mM aqueous ammonium acetate solut... RXN SMILES: [CH3:18][I:19].[Cl:1][c:2]1[cH:3][c:4]2[c:5]([s:6][c:7](=[N:9][c:10]3[cH:11][cH:12][cH:13][cH:14][cH:15]3)[s:8]2)[cH:16][cH:17]1.[cH:20]1[cH:21][cH:22][cH:23][cH:24][cH:25]1>>[Cl:1][c:2]1[cH:3][c:4]2[c:5]([s:6][c:7](=[N+:9]([c:10]3[cH:11][cH:12][cH:13][cH:14][cH:15]3)[CH3:18])[s:8]2)[cH:16][cH:17]1.[I-:19]. The product is C[N+](c1ccccc1)=c1sc2ccc(Cl)cc2s1, [I-]. The reactants are CI, Clc1ccc2sc(=Nc3ccccc3)sc2c1, c1ccccc1. The product is ClC=1C=C2C(NC(N(C2=CC1Cl)CC(=O)OCC)=O)=O (ethyl 2-(6,7-dichloro-1,2,3,4-tetrahydro-2,4-dioxoquinazolin-1-yl)acetate). Run at temperature 140 celsius, time 30 minute. Procedure details: Ethyl N-(2-carbamoyl-4,5-dichlorophenyl)aminoacetate (4.6 g) and N,N'-carbonyldiimidazole (5.12 g) were dissolved in dioxane (50 ml). The solution was evaporated to give a residue, which was stirred at 140° C. for 30 minutes. After cooling, the precipitates were collected by filtration and washed with ethanol to give ethyl 2-(6,7-dichloro-1,2,3,4-tetrahydro-2,4-dioxoquinazolin-1-yl)acetate (4.40 g). Reaction SMILES: [C:1]([C:4]1[CH:9]=[C:8]([Cl:10])[C:7]([Cl:11])=[CH:6][C:5]=1[NH:12][CH2:13][C:14]([O:16][CH2:17][CH3:18])=[O:15])(=[O:3])[NH2:2].[O:19]1CCOC[CH2:20]1>>[Cl:10][C:8]1[CH:9]=[C:4]2[C:5](=[CH:6][C:7]=1[Cl:11])[N:12]([CH2:13][C:14]([O:16][CH2:17][CH3:18])=[O:15])[C:20](=[O:19])[NH:2][C:1]2=[O:3]. The reactants are C(N)(=O)C1=C(C=C(C(=C1)Cl)Cl)NCC(=O)OCC (Ethyl N-(2-carbamoyl-4,5-dichlorophenyl)aminoacetate), N,N'-carbonyldiimidazole, O1CCOCC1 (dioxane). Starting materials: BrC1=CC(=C(CN2C(=NC(=C2C(COC2=C(C=CC=C2)OC2=CC=CC=C2)=O)CC)CCC)C=C1)F (1-(4-bromo-2-fluorobenzyl)-2-(n-propyl)-4-ethyl-5-(2-(phenoxy)phenoxy)acetyl-1H-imidazole), C(C)(C)(C)NS(=O)(=O)C1=C(C=CC=C1)B(O)O (2-(t-butylamino)sulfonylphenyl boronic acid), C([O-])([O-])=O.[K+].[K+] (potassium carbonate). Reagents/catalysts: [Br-].C(CCC)[N+](CCCC)(CCCC)CCCC (tetrabutylammonium bromide), C=1C=CC(=CC1)[P](C=2C=CC=CC2)(C=3C=CC=CC3)[Pd]([P](C=4C=CC=CC4)(C=5C=CC=CC5)C=6C=CC=CC6)([P](C=7C=CC=CC7)(C=8C=CC=CC8)C=9C=CC=CC9)[P](C=1C=CC=CC1)(C=1C=CC=CC1)C=1C=CC=CC1 (tetrakis(triphenylphosphine)palladium(0)). Solvent: O (water), C1(=CC=CC=C1)C (toluene). Yields the product C(C)(C)(C)NS(=O)(=O)C1=C(C=CC=C1)C1=CC(=C(C=C1)CN1C(=NC(=C1C(COC1=C(C=CC=C1)OC1=CC=CC=C1)=O)CC)CCC)F (1-((2'-(t-butylaminosulfonyl)-3-fluoro-(1,1'-biphenyl)-4-yl)methyl)-2-(n-propyl)-4-ethyl-5-(2-(phenoxy)phenoxy)acetyl-1H-imidazole). Yield: 40.3%. As a reaction SMILES: Br[C:2]1[CH:35]=[CH:34][C:5]([CH2:6][N:7]2[C:11]([C:12](=[O:28])[CH2:13][O:14][C:15]3[CH:20]=[CH:19][CH:18]=[CH:17][C:16]=3[O:21][C:22]3[CH:27]=[CH:26][CH:25]=[CH:24][CH:23]=3)=[C:10]([CH2:29][CH3:30])[N:9]=[C:8]2[CH2:31][CH2:32][CH3:33])=[C:4]([F:36])[CH:3]=1.[C:37]([NH:41][S:42]([C:45]1[CH:50]=[CH:49][CH:48]=[CH:47][C:46]=1B(O)O)(=[O:44])=[O:43])([CH3:40])([CH3:39])[CH3:38].C(=O)([O-])[O-].[K+].[K+]>[Br-].C([N+](CCCC)(CCCC)CCCC)CCC.O.C1(C)C=CC=CC=1.C1C=CC([P]([Pd]([P](C2C=CC=CC=2)(C2C=CC=CC=2)C2C=CC=CC=2)([P](C2C=CC=CC=2)(C2C=CC=CC=2)C2C=CC=CC=2)[P](C2C=CC=CC=2)(C2C=CC=CC=2)C2C=CC=CC=2)(C2C=CC=CC=2)C2C=CC=CC=2)=CC=1>[C:37]([NH:41][S:42]([C:45]1[CH:50]=[CH:49][CH:48]=[CH:47][C:46]=1[C:2]1[CH:35]=[CH:34][C:5]([CH2:6][N:7]2[C:11]([C:12](=[O:28])[CH2:13][O:14][C:15]3[CH:20]=[CH:19][CH:18]=[CH:17][C:16]=3[O:21][C:22]3[CH:23]=[CH:24][CH:25]=[CH:26][CH:27]=3)=[C:10]([CH2:29][CH3:30])[N:9]=[C:8]2[CH2:31][CH2:32][CH3:33])=[C:4]([F:36])[CH:3]=1)(=[O:44])=[O:43])([CH3:40])([CH3:39])[CH3:38] |f:2.3.4,5.6,^1:89,91,110,129|. Procedure: From 0.16 g (0.29 mmol) of 1-(4-bromo-2-fluorobenzyl)-2-(n-propyl)-4-ethyl-5-(2-(phenoxy)phenoxy)acetyl-1H-imidazole, using 0.12 g (0.47 mmol) of 2-(t-butylamino)sulfonylphenyl boronic acid, 0.12 g (0.86 mmol)potassium carbonate, 0.016 g (0.05 mmol) tetrabutylammonium bromide, 0.02 g (0.02 mmol) tetrakis(triphenylphosphine)palladium(0), with 1 mL of water and 2 mL of toluene as solvent, 0.08 g (40%) of the title compound was obtained following the procedure of Example 3, Part F, after purificati... The reactants are ClCCC1=CC2=CC=CC=C2C=C1 (1-chloro-2-(2-naphthyl)ethane), FC1=CC=C(CC2CCNCC2)C=C1 (4-(p-fluorobenzyl)piperidine), [I-].[K+] (potassium iodide), C(O)([O-])=O.[Na+] (sodium hydrogencarbonate). The solvent is C(CCC)O (n-butanol). Yields the product Cl.FC1=CC=C(CC2CCN(CC2)CCC2=CC3=CC=CC=C3C=C2)C=C1 (2-{2-[4-(p-Fluorobenzyl)piperidinyl]ethyl}naphthalene hydrochloride). As a reaction SMILES: [Cl:1][CH2:2][CH2:3][C:4]1[CH:13]=[CH:12][C:11]2[C:6](=[CH:7][CH:8]=[CH:9][CH:10]=2)[CH:5]=1.[F:14][C:15]1[CH:27]=[CH:26][C:18]([CH2:19][CH:20]2[CH2:25][CH2:24][NH:23][CH2:22][CH2:21]2)=[CH:17][CH:16]=1.[I-].[K+].C(=O)([O-])O.[Na+]>C(O)CCC>[ClH:1].[F:14][C:15]1[CH:16]=[CH:17][C:18]([CH2:19][CH:20]2[CH2:21][CH2:22][N:23]([CH2:2][CH2:3][C:4]3[CH:13]=[CH:12][C:11]4[C:6](=[CH:7][CH:8]=[CH:9][CH:10]=4)[CH:5]=3)[CH2:24][CH2:25]2)=[CH:26][CH:27]=1 |f:2.3,4.5,7.8|. Reported procedure: 1.05 g of 1-chloro-2-(2-naphthyl)ethane, 1.09 g of 4-(p-fluorobenzyl)piperidine, 0.2 g of potassium iodide and 1.4 g of sodium hydrogencarbonate were refluxed in n-butanol solvent for 5 h. Then, the solvent was filtered out and 100 ml of chloroform was added to the residue. The mixture was washed with water and dried over magnesium sulfate. The oily product thus obtained was purified according to silica gel column chromatography and converted into its hydrochloride by an ordinary method.